From a dataset of the Open Reaction Database (ORD), a public repository of structured organic reaction records. describe an organic reaction: reactants, conditions, products, and yield The reactants are O=C([O-])[O-], CC(C)=O, CCOC(C)=O, ClCc1nsc(Cl)n1, [I-], [Na+], [Na+], [Na+], O, Sc1ccccc1. Yields the product Clc1nc(CSc2ccccc2)ns1. As a reaction SMILES: [C:18](=[O:19])([O-:20])[O-:21].[CH3:24][C:25](=[O:26])[CH3:27].[CH3:28][CH2:29][O:30][C:31]([CH3:32])=[O:33].[Cl:3][c:4]1[n:5][c:6]([CH2:9][Cl:10])[n:7][s:8]1.[I-:1].[Na+:22].[Na+:23].[Na+:2].[OH2:34].[SH:11][c:12]1[cH:13][cH:14][cH:15][cH:16][cH:17]1>>[Cl:3][c:4]1[n:5][c:6]([CH2:9][S:11][c:12]2[cH:13][cH:14][cH:15][cH:16][cH:17]2)[n:7][s:8]1. Starting materials: BrC1=NNC=C1 (3-bromo-1H-pyrazole), ClC1=NC=CC=C1Cl (2,3-dichloropyridine), C([O-])([O-])=O.[Cs+].[Cs+] (cesium carbonate), CN(C=O)C (N,N-dimethylformamide). The solvent is O (water). Reaction conditions: temperature 100 celsius, time 8 hour. Yields the product BrC1=NN(C=C1)C1=NC=CC=C1Cl (2-(3-bromo-1H-pyrazol-1-yl)-3-chloropyridine). The yield is 68.5%. As a reaction SMILES: [Br:1][C:2]1[CH:6]=[CH:5][NH:4][N:3]=1.Cl[C:8]1[C:13]([Cl:14])=[CH:12][CH:11]=[CH:10][N:9]=1.C(=O)([O-])[O-].[Cs+].[Cs+].CN(C)C=O>O>[Br:1][C:2]1[CH:6]=[CH:5][N:4]([C:8]2[C:13]([Cl:14])=[CH:12][CH:11]=[CH:10][N:9]=2)[N:3]=1 |f:2.3.4|. Procedure: A mixture of 10.7 g of 3-bromo-1H-pyrazole, 11.8 g of 2,3-dichloropyridine, 57.3 g of cesium carbonate and 80 ml of N,N-dimethylformamide was stirred at 100° C. for 8 hours. The reaction mixture was allowed to cool to room temperature. After water was added, and the reaction mixture was extracted with methyl tert-butyl ether two times. The organic layers were combined, washed with sequentially with water and a saturated solution of sodium chloride, dried over magnesium sulfate, and concentrated ... Starting materials: BrC1=C(C=C(C(=O)O)C=C1)C (4-bromo-3-methylbenzoic acid), C([O-])(O)=O.[Na+] (sodium bicarbonate), NNC(=S)N (thiosemicarbazide), crude material, S(O)(O)(=O)=O (sulfuric acid), C(C(=O)Cl)(=O)Cl (oxalyl chloride), saturated solution, NNC(=S)N (thiosemicarbazide). Run in ClCCl (dichloromethane), ice water, [OH-].[Na+] (sodium hydroxide), CCOC(=O)C (EtOAc), CN(C=O)C (dimethyl formamide). Run at time 3 hour. Product: NN1SC(=NC1)C1=CC(=C(C=C1)Br)C (2-Amino-5-(4-bromo-3-methylphenyl)-1,2,4-thiadiazole). As a reaction SMILES: [Br:1][C:2]1[CH:10]=[CH:9][C:5]([C:6](O)=O)=[CH:4][C:3]=1[CH3:11].C(Cl)(=O)C(Cl)=O.C(=O)(O)[O-].[Na+].[NH2:23][NH:24][C:25]([NH2:27])=S.[S:28](=O)(=O)(O)O>ClCCl.[OH-].[Na+].CCOC(C)=O.CN(C)C=O>[NH2:23][N:24]1[CH2:25][N:27]=[C:6]([C:5]2[CH:9]=[CH:10][C:2]([Br:1])=[C:3]([CH3:11])[CH:4]=2)[S:28]1 |f:2.3,7.8|. Procedure: In an oven-dried round bottom flask, 7.0 g of 4-bromo-3-methylbenzoic acid (32.6 mmol) was dissolved in 10 mL of dichloromethane, 30 mL of dimethyl formamide was added to the solution and the resulting mixture was treated with 7.0 mL of oxalyl chloride at 50° C. for 30 min. The reaction mixture was cooled to rt and solvents were removed under reduced pressure. The residual white solids were dissolved in 50 mL of EtOAc and added over 10 minutes to a stirring biphasic system consisting of 150 mL o... Reactants: CNC1CCCCC1NC, CCOC(C)=O, Cc1ccccc1, [Cu]I, FC(F)(F)c1cc[nH]n1, OC(c1ccccc1I)C(F)(F)F, [K+], [K+], O=C([O-])[O-]. Product: OC(c1ccccc1-n1ccc(C(F)(F)F)n1)C(F)(F)F. Reaction SMILES: [CH3:29][NH:30][CH:31]1[CH2:32][CH2:33][CH2:34][CH2:35][CH:36]1[NH:37][CH3:38].[CH3:39][CH2:40][O:41][C:42](=[O:43])[CH3:44].[CH3:47][c:48]1[cH:49][cH:50][cH:51][cH:52][cH:53]1.[Cu:45][I:46].[F:14][C:15]([c:16]1[n:17][nH:18][cH:19][cH:20]1)([F:21])[F:22].[F:1][C:2]([CH:3]([OH:4])[c:5]1[c:6]([I:11])[cH:7][cH:8][cH:9][cH:10]1)([F:12])[F:13].[K+:23].[K+:24].[O-:25][C:26]([O-:27])=[O:28]>>[F:1][C:2]([CH:3]([OH:4])[c:5]1[c:6](-[n:18]2[n:17][c:16]([C:15]([F:14])([F:21])[F:22])[cH:20][cH:19]2)[cH:7][cH:8][cH:9][cH:10]1)([F:12])[F:13]. Reactants: C1(CC1)COC1=C(C=C(C=C1)F)C=1C2=C(N=CN1)C(=C(N2COCC[Si](C)(C)C)C)C(=O)O (4-[2-(cyclopropylmethoxy)-5-fluorophenyl]-6-methyl-5-{[2-(trimethylsilyl)ethoxy]methyl}-5H-pyrrolo[3,2-d]pyrimidine-7-carboxylic acid), N[C@H]1[C@@H](CN(CC1)C(=O)OC(C)(C)C)O (tert-Butyl(3R*,4R*)-4-amino-3-hydroxy-piperidine-1-carboxylate). Product: C1(CC1)COC1=C(C=C(C=C1)F)C=1C2=C(N=CN1)C(=C(N2COCC[Si](C)(C)C)C)C(=O)N[C@H]2[C@@H](CN(CC2)C(=O)OC(C)(C)C)O (tert-Butyl(3R*,4R*)-4-{[(4-[2-(cyclopropylmethoxy)-5-fluorophenyl]-6-methyl-5-{[2-(trimethylsilyl)ethoxy]methyl}-5H-pyrrolo[3,2-d]pyrimidin-7-yl)carbonyl]amino}-3-hydroxypiperidine-1-carboxylate). As a reaction SMILES: [CH:1]1([CH2:4][O:5][C:6]2[CH:11]=[CH:10][C:9]([F:12])=[CH:8][C:7]=2[C:13]2[C:14]3[N:21]([CH2:22][O:23][CH2:24][CH2:25][Si:26]([CH3:29])([CH3:28])[CH3:27])[C:20]([CH3:30])=[C:19]([C:31](O)=[O:32])[C:15]=3[N:16]=[CH:17][N:18]=2)[CH2:3][CH2:2]1.[NH2:34][C@@H:35]1[CH2:40][CH2:39][N:38]([C:41]([O:43][C:44]([CH3:47])([CH3:46])[CH3:45])=[O:42])[CH2:37][C@H:36]1[OH:48]>>[CH:1]1([CH2:4][O:5][C:6]2[CH:11]=[CH:10][C:9]([F:12])=[CH:8][C:7]=2[C:13]2[C:14]3[N:21]([CH2:22][O:23][CH2:24][CH2:25][Si:26]([CH3:27])([CH3:28])[CH3:29])[C:20]([CH3:30])=[C:19]([C:31]([NH:34][C@@H:35]4[CH2:40][CH2:39][N:38]([C:41]([O:43][C:44]([CH3:46])([CH3:45])[CH3:47])=[O:42])[CH2:37][C@H:36]4[OH:48])=[O:32])[C:15]=3[N:16]=[CH:17][N:18]=2)[CH2:2][CH2:3]1. Reported procedure: Starting from 4-[2-(cyclopropylmethoxy)-5-fluorophenyl]-6-methyl-5-{[2-(trimethylsilyl)ethoxy]methyl}-5H-pyrrolo[3,2-d]pyrimidine-7-carboxylic acid (example D.c3) and tert-butyl (3R*,4R*)-4-amino-3-hydroxy-piperidine-1-carboxylate (example C2) the title compound is obtained as pale yellow viscous oil.